Dataset: the Open Reaction Database (ORD), a public repository of structured organic reaction records. Task: describe an organic reaction: reactants, conditions, products, and yield Starting materials: BrCC(=O)N1N=C(C2=C(N3C(=NN=C13)C)C=CC=C2)C2=CC=C(C=C2)Cl (4-Bromoacetyl-6-(4-chlorophenyl)-1-methyl-4H-2,3,4,5,10b-pentaazabenz[e]azulene), COC=1C(=CC=CC1)N (2-anisidine), C(C)O (ethanol). Reaction conditions: temperature 80 celsius, time 3 hour. Yields the product ClC1=CC=C(C=C1)C=1C2=C(N3C(=NN=C3N(N1)CC(NCCC)=O)C)C=CC=C2 (6-(4-Chlorophenyl)-1-methyl-4-n-propylcarbamoylmethyl-4H-2,3,4,5,10b-pentaazabenz[e]azulene). As a reaction SMILES: BrCC([N:5]1[C:14]2[N:10]([C:11]([CH3:15])=[N:12][N:13]=2)[C:9]2[CH:16]=[CH:17][CH:18]=[CH:19][C:8]=2[C:7]([C:20]2[CH:25]=[CH:24][C:23]([Cl:26])=[CH:22][CH:21]=2)=[N:6]1)=O.COC1[C:30]([NH2:35])=[CH:31][CH:32]=CC=1.[CH2:36]([OH:38])[CH3:37]>>[Cl:26][C:23]1[CH:24]=[CH:25][C:20]([C:7]2[C:8]3[CH:19]=[CH:18][CH:17]=[CH:16][C:9]=3[N:10]3[C:14]([N:5]([CH2:37][C:36](=[O:38])[NH:35][CH2:30][CH2:31][CH3:32])[N:6]=2)=[N:13][N:12]=[C:11]3[CH3:15])=[CH:21][CH:22]=1. Reported procedure: 4-Bromoacetyl-6-(4-chlorophenyl)-1-methyl-4H-2,3,4,5,10b-pentaazabenz[e]azulene (8 mg) obtained in Example 171 was suspended in ethanol and 2-anisidine (12.5 μl) was added. The mixture was stirred at 80° C. for 3 hours. The reaction mixture was cooled to room temperature and concentrated under reduced pressure. Water (20 ml) was added to the residue and the mixture was extracted with ethyl acetate (20 ml). The organic layer was further washed with water, dried over anhydrous sodium sulfate and f... The reactants are CNC(=O)C1=NC=CC(=C1)OC1=CC=C(C=C1)N (4-(4-aminophenoxy)pyridine-2-carboxylic acid methylamide), CNC(=O)C1=NC=CC(=C1)Cl (4-chloropyridine-2-carboxylic acid methylamide). The product is NC1=CC=C(OC2=CC(=NC=C2)C(C)=O)C=C1 (1-[4-(4-aminophenoxy)pyridin-2-yl]ethanone). RXN SMILES: CN[C:3]([C:5]1[CH:10]=[C:9]([O:11][C:12]2[CH:17]=[CH:16][C:15]([NH2:18])=[CH:14][CH:13]=2)[CH:8]=[CH:7][N:6]=1)=[O:4].[CH3:19]NC(C1C=C(Cl)C=CN=1)=O>CCOC(C)=O>[NH2:18][C:15]1[CH:14]=[CH:13][C:12]([O:11][C:9]2[CH:8]=[CH:7][N:6]=[C:5]([C:3](=[O:4])[CH3:19])[CH:10]=2)=[CH:17][CH:16]=1. Reported procedure: The title compound was prepared in the same manner described for 4-(4-aminophenoxy)pyridine-2-carboxylic acid methylamide, substituting 1-(4-chloropyridin-2-yl)ethanone for 4-chloropyridine-2-carboxylic acid methylamide. 1H-NMR (Acetone-d6) δ 8.53 (d, J=5.4 Hz, 1H), 7.36 (d, J=2.7 Hz, 1H), 7.08 (dd, J=5.4, 2.4 Hz, 1H), 6.88 (d, J=9.0 Hz, 2H), 6.77 (d, J=9.0 Hz, 2H), 4.77 (br s, 2H), 2.59 (s, 3H); LC MS m/z 229 (M+H)+, RT=1.11 min; TLC (50% EtOAc/Hex), Rf=0.30. Run in CCOC(=O)C (EtOAc). The reactants are C(C)(C)(C)OC(=O)NN1C(C2=CC=CC=C2C(=C1C(=O)O)C1=CC(=C(C(=C1)OC)OC)OC)=O (2-(tert-butoxycarbonylamino)-3-carboxy-4-(3,4,5-trimethoxyphenyl)-1(2H)-isoquinolinone), CN(C)C1=NC=CC=C1 (dimethylaminopyridine), Cl.CN(CCCN=C=NCC)C (1-(3-dimethylaminopropyl)-3-ethylcarbodiimide hydrochloride), Cl.CN(CCCN=C=NCC)C (1-(3-dimethylaminopropyl)-3-ethylcarbodiimide hydrochloride), CN(C)C1=NC=CC=C1 (dimethylaminopyridine), O (water). The solvent is C(Cl)Cl (methylene chloride), CO (methanol), C(C)(=O)OCC (ethyl acetate). Reaction conditions: time 10 minute. The product is C(C)(C)(C)OC(=O)NN1C(C2=CC=CC=C2C(=C1C(=O)OC)C1=CC(=C(C(=C1)OC)OC)OC)=O (2-(tert-butoxycarbonylamino)-3-methoxycarbonyl-4-(3,4,5-trimethoxyphenyl)-1(2H)-isoquinolinone). The yield is 424.8%. RXN SMILES: [C:1]([O:5][C:6]([NH:8][N:9]1[C:18]([C:19]([OH:21])=[O:20])=[C:17]([C:22]2[CH:27]=[C:26]([O:28][CH3:29])[C:25]([O:30][CH3:31])=[C:24]([O:32][CH3:33])[CH:23]=2)[C:16]2[C:11](=[CH:12][CH:13]=[CH:14][CH:15]=2)[C:10]1=[O:34])=[O:7])([CH3:4])([CH3:3])[CH3:2].[CH3:35]N(C1C=CC=CN=1)C.Cl.CN(C)CCCN=C=NCC.O>C(Cl)Cl.CO.C(OCC)(=O)C>[C:1]([O:5][C:6]([NH:8][N:9]1[C:18]([C:19]([O:21][CH3:35])=[O:20])=[C:17]([C:22]2[CH:23]=[C:24]([O:32][CH3:33])[C:25]([O:30][CH3:31])=[C:26]([O:28][CH3:29])[CH:27]=2)[C:16]2[C:11](=[CH:12][CH:13]=[CH:14][CH:15]=2)[C:10]1=[O:34])=[O:7])([CH3:4])([CH3:3])[CH3:2] |f:2.3|. Reported procedure: The compound obtained in Example 66 (1.0 g), dimethylaminopyridine (26 mg) and 1-(3-dimethylaminopropyl)-3-ethylcarbodiimide hydrochloride (448 mg) are dissolved in a mixture of methylene chloride (20 ml) and methanol (340 ml). The mixture is stirred at room temperature for 10 minutes, and thereto are added 1-(3-dimethylaminopropyl)-3-ethylcarbodiimide hydrochloride (41 mg) and dimethylaminopyridine (26 mg), and the mixture is stirred at room temperature overnight. To the reaction mixture are ad... Starting materials: O=C(N=C=S)c1ccccc1, C1CCOC1, Nc1ncc(C(F)(F)F)cc1Oc1ccccc1. Yields the product O=C(NC(=S)Nc1ncc(C(F)(F)F)cc1Oc1ccccc1)c1ccccc1. Reaction SMILES: [C:19]([c:20]1[cH:21][cH:22][cH:23][cH:24][cH:25]1)(=[O:26])[N:27]=[C:28]=[S:29].[CH2:30]1[O:31][CH2:32][CH2:33][CH2:34]1.[O:1]([c:2]1[cH:3][cH:4][cH:5][cH:6][cH:7]1)[c:8]1[c:9]([NH2:18])[n:10][cH:11][c:12]([C:14]([F:15])([F:16])[F:17])[cH:13]1>>[O:1]([c:2]1[cH:3][cH:4][cH:5][cH:6][cH:7]1)[c:8]1[c:9]([NH:18][C:28]([NH:27][C:19]([c:20]2[cH:21][cH:22][cH:23][cH:24][cH:25]2)=[O:26])=[S:29])[n:10][cH:11][c:12]([C:14]([F:15])([F:16])[F:17])[cH:13]1. Starting materials: C[C@@H](N=C1C(CCCC1)CC)C1=CC=CC=C1 ((R)-α-methyl-N-(2-ethylcyclohexylidene)-benzenemethanamine), C(C=C)(=O)OC (methyl acrylate), O1CCCC1 (tetrahydrofuran). Reaction conditions: time 21 day. Yields the product COC(CC[C@]1(C(CCCC1)=O)CC)=O ((S)-1-Ethyl-2-oxocyclohexanepropanoic Acid Methyl Ester). Isolated yield 57.0%. RXN SMILES: C[C@H](C1C=CC=CC=1)N=[C:4]1[CH2:9][CH2:8][CH2:7][CH2:6][CH:5]1[CH2:10][CH3:11].[C:18]([O:22][CH3:23])(=[O:21])[CH:19]=[CH2:20].[O:24]1CCCC1>>[CH3:23][O:22][C:18](=[O:21])[CH2:19][CH2:20][C@:5]1([CH2:10][CH3:11])[CH2:6][CH2:7][CH2:8][CH2:9][C:4]1=[O:24]. Reported procedure: A solution of (R)-α-methyl-N-(2-ethylcyclohexylidene)-benzenemethanamine (1.303 kg, 5.68 mol), and methyl acrylate (5.68 mol, 489 g, 511 mL) in 2.5 L of dry tetrahydrofuran was sealed under nitrogen and placed in the dark for 21 days. The tetrahydrofuran was then removed on a rotary evaporator and the residue was divided in half. Each half was stirred for 1.5 hours in 3.5 L of 1M hydrochloric acid and extracted with ether (4×700 mL). The extracts were combined, washed with 1M hydrochloric acid (... Reactants: CCCCCCCCC(=O)O, [Cl-], Cl, Oc1ccc(O)cc1, c1ccncc1. RXN SMILES: [C:2]([CH2:3][CH2:4][CH2:5][CH2:6][CH2:7][CH2:8][CH2:9][CH3:10])(=[O:11])[OH:12].[Cl-:1].[ClH:21].[OH:13][c:14]1[cH:15][cH:16][c:17]([OH:18])[cH:19][cH:20]1.[cH:22]1[cH:23][cH:24][n:25][cH:26][cH:27]1>>[C:2]([CH2:3][CH2:4][CH2:5][CH2:6][CH2:7][CH2:8][CH2:9][CH3:10])(=[O:11])[O:12][c:17]1[cH:16][cH:15][c:14]([OH:13])[cH:20][cH:19]1. Yields the product CCCCCCCCC(=O)Oc1ccc(O)cc1. Reactants: C(C1=CC=CC=C1)OC(NC1(CCN(CC1)C=1C=NC=C(C1)C#N)C)=O ((5′-cyano-4-methyl-3,4,5,6-tetrahydro-2H-(1,3′)bipyridinyl-4-yl)-carbamic acid benzyl ester), C(=O)[O-].[NH4+] (ammonium formate). The reagents and catalysts are [Pd] (Pd/C). The solvent is C(C)(C)O (isopropanol). Reaction conditions: temperature 90 celsius, time 18 hour. Yields the product NC1(CCN(CC1)C=1C=NC=C(C1)C#N)C (4-Amino-4-methyl-3,4,5,6-tetrahydro-2H-(1,3′)bipyridinyl-5′-carbonitrile). Reaction SMILES: C(OC(=O)[NH:10][C:11]1([CH3:25])[CH2:16][CH2:15][N:14]([C:17]2[CH:18]=[N:19][CH:20]=[C:21]([C:23]#[N:24])[CH:22]=2)[CH2:13][CH2:12]1)C1C=CC=CC=1.C([O-])=O.[NH4+]>C(O)(C)C.[Pd]>[NH2:10][C:11]1([CH3:25])[CH2:16][CH2:15][N:14]([C:17]2[CH:18]=[N:19][CH:20]=[C:21]([C:23]#[N:24])[CH:22]=2)[CH2:13][CH2:12]1 |f:1.2|. Procedure: To a stirred solution of (5′-cyano-4-methyl-3,4,5,6-tetrahydro-2H-(1,3′)bipyridinyl-4-yl)-carbamic acid benzyl ester (0.051 g, 0.15 mmol) in isopropanol, (3.0 mL) at room temperature was added ammonium formate (0.050 g, 0.8 mmol) and 10% Pd/C (15 mg) under nitrogen. The reaction mixture was stirred at 90° C. for 18 hours, cooled, filtered through Celite and concentrated under reduced pressure to provide the titled compound. MS (CT) m/z 292 (M+1)+; 1H NMR (300 MHz, methanol-d4) δ ppm 8.48 (d, 1H)... Starting materials: CC(=O)O, CC(=O)C(=NOC(F)F)C(=O)OC(C)(C)C, O=S(=O)(Cl)Cl. The product is CC(=O)C(=NOC(F)F)C(=O)O. RXN SMILES: [CH3:22][C:23](=[O:24])[OH:25].[F:1][CH:2]([O:3][N:4]=[C:5]([C:6](=[O:7])[O:8][C:9]([CH3:10])([CH3:11])[CH3:12])[C:13]([CH3:14])=[O:15])[F:16].[S:17]([Cl:18])([Cl:19])(=[O:20])=[O:21]>>[F:1][CH:2]([O:3][N:4]=[C:5]([C:6](=[O:7])[OH:8])[C:13]([CH3:14])=[O:15])[F:16]. Starting materials: C(C)(=O)O[BH-](OC(C)=O)OC(C)=O.[Na+] (sodium triacetoxyborohydride), C(C)(=O)O (acetic acid), N1CCC(CC1)CO (4-piperidinemethanol), FC(C(O)(C=1C=C2C=NN(C2=CC1)C1=CC=C(C=C1)F)C1=CN(C2=CC=CC=C12)CCC=O)(F)F (3-(3-{2,2,2-trifluoro-1-[1-(4-fluorophenyl)-1H-indazol-5-yl]-1-hydroxyethyl}indol-1-yl)propionaldehyde). Solvent: ClC(C)Cl (dichloroethane), O (water). Run at time 30 minute. Product: FC(C(O)(C1=CN(C2=CC=CC=C12)CCCN1CCC(CC1)CO)C=1C=C2C=NN(C2=CC1)C1=CC=C(C=C1)F)(F)F (2,2,2-Trifluoro-1-[1-(4-fluorophenyl)-1H-indazol-5-yl]-1-{1-[3-(4-hydroxymethylpiperidin-1-yl)propyl]-1H-indol-3-yl}ethanol). Yield: 34.4%. Reaction SMILES: [F:1][C:2]([F:35])([F:34])[C:3]([C:21]1[C:29]2[C:24](=[CH:25][CH:26]=[CH:27][CH:28]=2)[N:23]([CH2:30][CH2:31][CH:32]=O)[CH:22]=1)([C:5]1[CH:6]=[C:7]2[C:11](=[CH:12][CH:13]=1)[N:10]([C:14]1[CH:19]=[CH:18][C:17]([F:20])=[CH:16][CH:15]=1)[N:9]=[CH:8]2)[OH:4].C(O)(=O)C.[NH:40]1[CH2:45][CH2:44][CH:43]([CH2:46][OH:47])[CH2:42][CH2:41]1.C(O[BH-](OC(=O)C)OC(=O)C)(=O)C.[Na+]>ClC(Cl)C.O>[F:34][C:2]([F:1])([F:35])[C:3]([C:5]1[CH:6]=[C:7]2[C:11](=[CH:12][CH:13]=1)[N:10]([C:14]1[CH:15]=[CH:16][C:17]([F:20])=[CH:18][CH:19]=1)[N:9]=[CH:8]2)([C:21]1[C:29]2[C:24](=[CH:25][CH:26]=[CH:27][CH:28]=2)[N:23]([CH2:30][CH2:31][CH2:32][N:40]2[CH2:45][CH2:44][CH:43]([CH2:46][OH:47])[CH2:42][CH2:41]2)[CH:22]=1)[OH:4] |f:3.4|. Procedure: To a chilled (0° C.) solution of 100 mg (0.21 mmol) of 3-(3-{2,2,2-trifluoro-1-[1-(4-fluorophenyl)-1H-indazol-5-yl]-1-hydroxyethyl}indol-1-yl)propionaldehyde (prepared according to methods described in Examples 34 and 35) in dichloroethane was added 160 mg (2.6 mmol) acetic acid and 300 mg (2.6 mmol) 4-piperidinemethanol. The solution was warmed to room temperature, stirred for 30 minutes, and 0.1 g (0.5 mmol) of sodium triacetoxyborohydride was added. The solution was stirred at room temperatur...